The task is: describe an organic reaction: reactants, conditions, products, and yield. This data is from the Open Reaction Database (ORD), a public repository of structured organic reaction records. Reaction conditions: time 30 minute. Solvent: C(C)O (ethanol). Reactants: Cl.NN=CC1=CC=C(C=C1)C1=NOC2(C1)CCN(CC2)CCCCC(=O)OCC (ethyl 5-(3-(4-(aminoiminomethyl)phenyl)-1-oxa-2,8-diaza-spiro[4.5]dec-2-en-8-yl)pentanoate hydrochloride), [OH-].[Na+] (sodium hydroxide), C(C)(=O)O (acetic acid), [OH-].[Na+] (sodium hydroxide). Reaction SMILES: Cl.[NH2:2][N:3]=[CH:4][C:5]1[CH:10]=[CH:9][C:8]([C:11]2[CH2:15][C:14]3([CH2:20][CH2:19][N:18]([CH2:21][CH2:22][CH2:23][CH2:24][C:25]([O:27]CC)=[O:26])[CH2:17][CH2:16]3)[O:13][N:12]=2)=[CH:7][CH:6]=1.[OH-].[Na+].C(O)(=O)C>C(O)C>[NH2:2][N:3]=[CH:4][C:5]1[CH:10]=[CH:9][C:8]([C:11]2[CH2:15][C:14]3([CH2:16][CH2:17][N:18]([CH2:21][CH2:22][CH2:23][CH2:24][C:25]([OH:27])=[O:26])[CH2:19][CH2:20]3)[O:13][N:12]=2)=[CH:7][CH:6]=1 |f:0.1,2.3|. The product is NN=CC1=CC=C(C=C1)C1=NOC2(C1)CCN(CC2)CCCCC(=O)O (5-(3-(4-(Aminoiminomethyl)phenyl)-1-oxa-2,8-diaza-spiro[4.5]dec-2-en-8-yl)pentanoic Acid). Procedure: To a solution of 0.4 g (0.946 mmol) of the ester from Example 18 in 6 ml ethanol were added 1.2 ml 2 N aqueous sodium hydroxide solution. The mixture was stirred at room temperature over night, and stirring was continued for another 30 min after addition of another 0.2 ml sodium hydroxide. It was brought to pH 5 with diluted acetic acid, and the precipitate of the title compound was filtered with suction. After stirring with a small amount of water for 30 min, it was filtered again, washed with ... Reactants: CO, Cl, CC1COc2c(F)c(F)cc(C(=O)O)c2N1. Yields the product COC(=O)c1cc(F)c(F)c2c1NC(C)CO2. Reaction SMILES: [CH3:18][OH:19].[ClH:17].[F:1][c:2]1[c:3]([F:16])[c:4]2[c:5]([c:11]([C:13](=[O:14])[OH:15])[cH:12]1)[NH:6][CH:7]([CH3:10])[CH2:8][O:9]2>>[F:1][c:2]1[c:3]([F:16])[c:4]2[c:5]([c:11]([C:13]([O:14][CH3:18])=[O:15])[cH:12]1)[NH:6][CH:7]([CH3:10])[CH2:8][O:9]2. Starting materials: NC=1C(=C(OC2CCC(CC2)NC(C(C)C)=O)C=CC1)C#N (N-(4-(3-amino-2-cyanophenoxy)cyclohexyl)isobutyramide), O=C(CC(=O)OCC)C (ethyl 3-oxobutanoate). The product is NC1=C(C(=NC2=CC=CC(=C12)OC1CCC(CC1)NC(C(C)C)=O)C)C(=O)OCC (ethyl 4-amino-5-((4-isobutyramidocyclohexyl)oxy)-2-methylquinoline-3-carboxylate). RXN SMILES: [NH2:1][C:2]1[C:3]([C:21]#[N:22])=[C:4]([CH:18]=[CH:19][CH:20]=1)[O:5][CH:6]1[CH2:11][CH2:10][CH:9]([NH:12][C:13](=[O:17])[CH:14]([CH3:16])[CH3:15])[CH2:8][CH2:7]1.O=[C:24]([CH3:31])[CH2:25][C:26]([O:28][CH2:29][CH3:30])=[O:27]>>[NH2:22][C:21]1[C:3]2[C:2](=[CH:20][CH:19]=[CH:18][C:4]=2[O:5][CH:6]2[CH2:7][CH2:8][CH:9]([NH:12][C:13](=[O:17])[CH:14]([CH3:16])[CH3:15])[CH2:10][CH2:11]2)[N:1]=[C:24]([CH3:31])[C:25]=1[C:26]([O:28][CH2:29][CH3:30])=[O:27]. Procedure: Prepared as in Example 2a from N-(4-(3-amino-2-cyanophenoxy)cyclohexyl)isobutyramide (Example 40b) and ethyl 3-oxobutanoate as a yellow solid (57%). MS 414 (MH+). Reactants: O (Water), C1(CCCCN1)=O (Valerolactam), ClC=1C=C(CBr)C=CC1F (3-Chloro-4-fluorobenzyl bromide), [OH-].[Na+] (NaOH). The solvent is CC(C)(C)OC (MTBE). Run at time 5 minute. Yields the product ClC=1C=C(CN2C(CCCC2)=O)C=CC1F (1-(3-Chloro-4-fluorobenzyl)piperidin-2-one). RXN SMILES: [C:1]1(=[O:7])[NH:6][CH2:5][CH2:4][CH2:3][CH2:2]1.[OH-].[Na+].[Cl:10][C:11]1[CH:12]=[C:13]([CH:16]=[CH:17][C:18]=1[F:19])[CH2:14]Br.O>CC(OC)(C)C>[Cl:10][C:11]1[CH:12]=[C:13]([CH:16]=[CH:17][C:18]=1[F:19])[CH2:14][N:6]1[CH2:5][CH2:4][CH2:3][CH2:2][C:1]1=[O:7] |f:1.2|. Procedure: Valerolactam (60 g) was dissolved in MTBE (1.5 L) at room temperature. To this solution was added Bu4NSO4 (4.9 g) as a phase transfer catalyst. The cloudy solution was stirred at room temperature for 5 minutes. Then, NaOH (50 wt %; 300 mL) was slowly added as to keep the internal temperature below 30° C. 3-Chloro-4-fluorobenzyl bromide (108.3 g) was then added slowly to this biphasic mixture, again as to keep the internal temperature under control. The reaction was then aged for 4 hours at room ... Starting materials: ClC1=CC=C(C=C1)CC(=O)O ((4-chloro-phenyl)-acetic acid), C(=O)(N1C=NC=C1)N1C=NC=C1 (1,1′-carbonyldiimidazole), Cl.NCC1=C2C(N(C(=NC2=CC=C1)C)C1C(NC(CC1)=O)=O)=O (3-(5-aminomethyl-2-methyl-4-oxo-4H-quinazolin-3-yl)-piperidine-2,6-dione hydrogen chloride). The solvent is CN(C)C=O (DMF). Conditions: time 1 hour. Yields the product ClC1=CC=C(C=C1)CC(=O)NCC1=C2C(N(C(=NC2=CC=C1)C)C1C(NC(CC1)=O)=O)=O (2-(4-chloro-phenyl)-N-[3-(2,6-dioxo-piperidin-3-yl)-2-methyl-4-oxo-3,4-dihydro-quinazolin-5-ylmethyl]-acetamide). Isolated yield 71.1%. Reaction SMILES: [Cl:1][C:2]1[CH:7]=[CH:6][C:5]([CH2:8][C:9]([OH:11])=O)=[CH:4][CH:3]=1.C(N1C=CN=C1)(N1C=CN=C1)=O.Cl.[NH2:25][CH2:26][C:27]1[CH:36]=[CH:35][CH:34]=[C:33]2[C:28]=1[C:29](=[O:46])[N:30]([CH:38]1[CH2:43][CH2:42][C:41](=[O:44])[NH:40][C:39]1=[O:45])[C:31]([CH3:37])=[N:32]2>CN(C=O)C>[Cl:1][C:2]1[CH:3]=[CH:4][C:5]([CH2:8][C:9]([NH:25][CH2:26][C:27]2[CH:36]=[CH:35][CH:34]=[C:33]3[C:28]=2[C:29](=[O:46])[N:30]([CH:38]2[CH2:43][CH2:42][C:41](=[O:44])[NH:40][C:39]2=[O:45])[C:31]([CH3:37])=[N:32]3)=[O:11])=[CH:6][CH:7]=1 |f:2.3|. Reported procedure: To a stirred solution of (4-chloro-phenyl)-acetic acid (0.31 g, 1.8 mmol) in DMF in a 40° C. oil bath (8 mL), was added 1,1′-carbonyldiimidazole (0.33 g, 2.0 mmol) and stirred for one hour. To the mixture, 3-(5-aminomethyl-2-methyl-4-oxo-4H-quinazolin-3-yl)-piperidine-2,6-dione hydrogen chloride (0.62 g, 1.8 mmol) was added, and the mixture was stirred for 15 minutes. The solvent was evaporated, and the residue was purified by flash column chromatography (Silica gel, methanol/methylene chloride ...